Dataset: the Open Reaction Database (ORD), a public repository of structured organic reaction records. Task: describe an organic reaction: reactants, conditions, products, and yield The reactants are O (water), C(C)(C)(C)OO (terbutyl hydroperoxide), C1(=CC=CC=C1)C (toluene), ClC1=C(C=C)C=C(C(=C1)OCOCCOC)OCOCCOC (2-chloro-4,5-bis-[(2-methoxyethoxy)-methoxy]-styrol). Reagents/catalysts: C/C(=C/C(=O)C)/O.C/C(=C/C(=O)C)/O.O=[V] (vanadylacetylacetonate). The solvent is C(Cl)Cl (methylene chloride), C(Cl)Cl (methylene chloride). Run at temperature 0 celsius, time 20 minute. Product: ClC12C(C=C)(C=C(C(=C1)OCOCCOC)OCOCCOC)O2 (2-chloro-4,5-bis-[(2-methoxyethoxy)-methoxy]-(1,2-epoxy)-styrol). Reaction SMILES: C([O:5]O)(C)(C)C.C1(C)C=CC=CC=1.[Cl:14][C:15]1[CH:22]=[C:21]([O:23][CH2:24][O:25][CH2:26][CH2:27][O:28][CH3:29])[C:20]([O:30][CH2:31][O:32][CH2:33][CH2:34][O:35][CH3:36])=[CH:19][C:16]=1[CH:17]=[CH2:18].O>C(Cl)Cl.C/C(/O)=C/C(C)=O.C/C(/O)=C/C(C)=O.O=[V]>[Cl:14][C:15]12[O:5][C:16]1([CH:19]=[C:20]([O:30][CH2:31][O:32][CH2:33][CH2:34][O:35][CH3:36])[C:21]([O:23][CH2:24][O:25][CH2:26][CH2:27][O:28][CH3:29])=[CH:22]2)[CH:17]=[CH2:18] |f:5.6.7|. Procedure details: 19 g of vanadylacetylacetonate in solution of 50 ml of methylene chloride were cooled to 0° C. and 3.5 ml of terbutyl hydroperoxide in a toluene solution (3M/l) were added over 30 minutes. The mixture was stirred for 20 minutes at 0° C. and 2.6 g of the product of Stage D in solution in 10 ml of methylene chloride were added. The reaction mixture was stirred for 3 hours at ambient temperature and 30 ml of water were added. The organic phase was separated and the solvent was eliminated under redu... Reactants: COCCCCCCCOC1=CC=C(C=C1)C1=NC(=NO1)C1=CC=C(C(=O)OC)C=C1 (methyl 4-[5-[4-(7-methoxy-n-heptyloxy)phenyl]-1,2,4-oxadiazol-3-yl]benzoate), [OH-].[Na+] (sodium hydroxide). The solvent is C(C)O (ethanol), O1CCCC1 (tetrahydrofuran). Reaction conditions: temperature 65 celsius, time 2 hour. Yields the product COCCCCCCCOC1=CC=C(C=C1)C1=NC(=NO1)C1=CC=C(C(=O)O)C=C1 (4-[5-[4-(7-methoxy-n-heptyloxy)phenyl]-1,2,4-oxadiazol-3-yl]benzoic acid). Yield: 84.3%. As a reaction SMILES: [CH3:1][O:2][CH2:3][CH2:4][CH2:5][CH2:6][CH2:7][CH2:8][CH2:9][O:10][C:11]1[CH:16]=[CH:15][C:14]([C:17]2[O:21][N:20]=[C:19]([C:22]3[CH:31]=[CH:30][C:25]([C:26]([O:28]C)=[O:27])=[CH:24][CH:23]=3)[N:18]=2)=[CH:13][CH:12]=1.[OH-].[Na+]>C(O)C.O1CCCC1>[CH3:1][O:2][CH2:3][CH2:4][CH2:5][CH2:6][CH2:7][CH2:8][CH2:9][O:10][C:11]1[CH:16]=[CH:15][C:14]([C:17]2[O:21][N:20]=[C:19]([C:22]3[CH:23]=[CH:24][C:25]([C:26]([OH:28])=[O:27])=[CH:30][CH:31]=3)[N:18]=2)=[CH:13][CH:12]=1 |f:1.2|. Reported procedure: A mixture of methyl 4-[5-[4-(7-methoxy-n-heptyloxy)phenyl]-1,2,4-oxadiazol-3-yl]benzoate (5.4 g) and 10% sodium hydroxide aqueous solution (15 ml) in ethanol (60 ml) and tetrahydrofuran (30 ml) was stirred at 60-70° C. for 2 hours. The reaction mixture was concentrated under reduced pressure and water added to the residue and adjusted to pH 1 using hydrochloric acid. The precipitates were collected by filtration, washed with water and dried in vacuo to give 4-[5-[4-(7-methoxy-n-heptyloxy)phenyl]... Starting materials: C(#N)C1=CC=C(C=C1)C1=CC=C(C=C1)O (4-cyano-4'-hydroxybiphenyl), BrCCCCCCO (6-bromohexanol), C([O-])([O-])=O.[K+].[K+] (potassium carbonate). The solvent is C(C)#N (acetonitrile). Product: C(#N)C1=CC=C(C=C1)C1=CC=C(C=C1)OCCCCCCO (4-cyano-4'-(6-hydroxyhexyloxy)biphenyl). Isolated yield 47.6%. RXN SMILES: [C:1]([C:3]1[CH:8]=[CH:7][C:6]([C:9]2[CH:14]=[CH:13][C:12]([OH:15])=[CH:11][CH:10]=2)=[CH:5][CH:4]=1)#[N:2].Br[CH2:17][CH2:18][CH2:19][CH2:20][CH2:21][CH2:22][OH:23].C(=O)([O-])[O-].[K+].[K+]>C(#N)C>[C:1]([C:3]1[CH:4]=[CH:5][C:6]([C:9]2[CH:14]=[CH:13][C:12]([O:15][CH2:17][CH2:18][CH2:19][CH2:20][CH2:21][CH2:22][OH:23])=[CH:11][CH:10]=2)=[CH:7][CH:8]=1)#[N:2] |f:2.3.4|. Reported procedure: Using 5 g (25.6 mmol) of 4-cyano-4'-hydroxybiphenyl, 85 ml of acetonitrile, 4.63 g (25.6 mmol) of 6-bromohexanol and 7.09 g (51.2 mmol) of anhydrous potassium carbonate, synthetic treatment was carried out in the same manner as in Example 2. The obtained gray powder was recrystallized from methanol to obtain 3.6 g (yield: 48%) of 4-cyano-4'-(6-hydroxyhexyloxy)biphenyl (24) as a colorless powder. Reactants: FC1=CC(=C(C=C1)C=1OC(=NN1)C=1C(=NOC1C)C1=CC=CC=C1)OC (2-(4-fluoro-2-methoxy-phenyl)-5-(5-methyl-3-phenyl-isoxazol-4-yl)-[1,3,4]oxadiazole), N1CCSCC1 (thiomorpholine). The solvent is CS(=O)C (DMSO). Conditions: temperature 170 celsius, time 5 hour. Yields the product COC=1C=C(C=CC1C=1OC(=NN1)C=1C(=NOC1C)C1=CC=CC=C1)N1CCSCC1 (4-{3-Methoxy-4-[5-(5-methyl-3-phenyl-isoxazol-4-yl)-[1,3,4]oxadiazol-2-yl]-phenyl}-thiomorpholine). The yield is 66.2%. As a reaction SMILES: F[C:2]1[CH:7]=[CH:6][C:5]([C:8]2[O:9][C:10]([C:13]3[C:14]([C:19]4[CH:24]=[CH:23][CH:22]=[CH:21][CH:20]=4)=[N:15][O:16][C:17]=3[CH3:18])=[N:11][N:12]=2)=[C:4]([O:25][CH3:26])[CH:3]=1.[NH:27]1[CH2:32][CH2:31][S:30][CH2:29][CH2:28]1>CS(C)=O>[CH3:26][O:25][C:4]1[CH:3]=[C:2]([N:27]2[CH2:32][CH2:31][S:30][CH2:29][CH2:28]2)[CH:7]=[CH:6][C:5]=1[C:8]1[O:9][C:10]([C:13]2[C:14]([C:19]3[CH:24]=[CH:23][CH:22]=[CH:21][CH:20]=3)=[N:15][O:16][C:17]=2[CH3:18])=[N:11][N:12]=1. Reported procedure: To a solution of 2-(4-fluoro-2-methoxy-phenyl)-5-(5-methyl-3-phenyl-isoxazol-4-yl)-[1,3,4]oxadiazole (200 mg, 0.57 mmol) in DMSO (2 mL) was added thiomorpholine (0.29 mL, 2.85 mmol) and the reaction mixture was stirred for 5 h at 170° C. After cooling to ambient temperature it was extracted with water (20 mL) and ethyl acetate (20 mL). The aqueous layer was extracted with ethyl acetate (20 mL) and the combined organic layers were washed with brine (half-saturated, 20 mL) and aqueous sodium carbo... Reactants: C(C)N1CC2C(NC=3C=CC(=CC23)C)CC1 (2-Ethyl-8-methyl-2,3,4,4a,5,9b-hexahydro-1H-pyrido[4,3-b]indole), N1[C@H](C(=O)O)CCC1 (L-proline), BrC=C(C)C1=CC=NC=C1 (4-(1-Bromoprop-1-en-2-yl)pyridine). The reagents and catalysts are [Cu]I (Copper (I) iodide). Solvent: CN(C)C=O (DMF). Run at temperature 80 celsius. Product: C(C)N1CC2=C(N(C=3C=CC(=CC23)C)\C=C(/C)\C2=CC=NC=C2)CC1 ((E)-2-ethyl-8-methyl-5-(2-(pyridin-4-yl)prop-1-enyl)-2,3,4,5-tetrahydro-1H-pyrido[4,3-b]indole). As a reaction SMILES: [CH2:1]([N:3]1[CH2:16][CH2:15][CH:6]2[NH:7][C:8]3[CH:9]=[CH:10][C:11]([CH3:14])=[CH:12][C:13]=3[CH:5]2[CH2:4]1)[CH3:2].N1CCC[C@H]1C(O)=O.Br[CH:26]=[C:27]([C:29]1[CH:34]=[CH:33][N:32]=[CH:31][CH:30]=1)[CH3:28]>CN(C=O)C.[Cu]I>[CH2:1]([N:3]1[CH2:16][CH2:15][C:6]2[N:7](/[CH:26]=[C:27](/[C:29]3[CH:34]=[CH:33][N:32]=[CH:31][CH:30]=3)\[CH3:28])[C:8]3[CH:9]=[CH:10][C:11]([CH3:14])=[CH:12][C:13]=3[C:5]=2[CH2:4]1)[CH3:2]. Procedure: 2-Ethyl-8-methyl-2,3,4,4a,5,9b-hexahydro-1H-pyrido[4,3-b]indole (150 mg, 0.69 mmol) potassium phosphate (292.5 mg, 1.382 mmol), Copper (I) iodide (13.11 mg, 0.069 mmol) and L-proline (15.8 mg, 0.138 mmol) were mixed in DMF and the purged with nitrogen. The contents were heated at 80° C. for 10 min. 4-(1-Bromoprop-1-en-2-yl)pyridine (208 mg, 1.04 mmol) was added, the reaction mixture was purged nitrogen and heated overnight at 140° C. The contents were cooled to RT and poured into water. The prec... The product is C=CC(=O)c1ccsc1. As a reaction SMILES: [Br-:12].[CH3:1][O:2][N:3]([C:4](=[O:5])[c:6]1[cH:7][s:8][cH:9][cH:10]1)[CH3:11].[CH:13](=[CH2:14])[Mg+:15].[ClH:16].[O:17]1[CH2:18][CH2:19][CH2:20][CH2:21]1>>[C:4](=[O:5])([c:6]1[cH:7][s:8][cH:9][cH:10]1)[CH:13]=[CH2:14]. The reactants are [Br-], CON(C)C(=O)c1ccsc1, C=C[Mg+], Cl, C1CCOC1. Starting materials: C(CC(=O)OC(C)(C)C)(=O)OC(C)(C)C (di-tert-butyl malonate), BrC=1C=C(C=C(C1)Cl)OC1=C(C=CC(=C1F)F)[N+](=O)[O-] (2-[(3-bromo-5-chlorophenyl)oxy]-3,4-difluoro-1-nitrobenzene), [H-].[Na+] (Sodium hydride), OS(=O)(=O)[O-].[Na+] (NaHSO4). The solvent is C1CCOC1 (THF), C1CCOC1 (THF), C1CCOC1 (THF). Reaction conditions: temperature 0 celsius, time 30 minute. Yields the product BrC=1C=C(C=C(C1)Cl)OC=1C(=C(C=CC1[N+](=O)[O-])C(C(=O)OC(C)(C)C)C(=O)OC(C)(C)C)F (bis(1,1-dimethylethyl) {3-[(3-bromo-5-chlorophenyl)oxy]-2-fluoro-4-nitrophenyl}propanedioate). Reaction SMILES: [H-].[Na+].[C:3]([O:13][C:14]([CH3:17])([CH3:16])[CH3:15])(=[O:12])[CH2:4][C:5]([O:7][C:8]([CH3:11])([CH3:10])[CH3:9])=[O:6].[Br:18][C:19]1[CH:20]=[C:21]([O:26][C:27]2[C:32]([F:33])=[C:31](F)[CH:30]=[CH:29][C:28]=2[N+:35]([O-:37])=[O:36])[CH:22]=[C:23]([Cl:25])[CH:24]=1.OS([O-])(=O)=O.[Na+]>C1COCC1>[Br:18][C:19]1[CH:20]=[C:21]([O:26][C:27]2[C:32]([F:33])=[C:31]([CH:4]([C:5]([O:7][C:8]([CH3:9])([CH3:10])[CH3:11])=[O:6])[C:3]([O:13][C:14]([CH3:17])([CH3:16])[CH3:15])=[O:12])[CH:30]=[CH:29][C:28]=2[N+:35]([O-:37])=[O:36])[CH:22]=[C:23]([Cl:25])[CH:24]=1 |f:0.1,4.5|. Reported procedure: Sodium hydride (60% dispersion in oil, 3.95 g, 98.6 mmol) was added to anhydrous THF (100 mL) and cooled to 0° C. under nitrogen. A solution of di-tert-butyl malonate (9.79 g, 45.3 mmol) in THF (20 mL) was added dropwise and the reaction mixture was stirred 30 min. A solution of 2-[(3-bromo-5-chlorophenyl)oxy]-3,4-difluoro-1-nitrobenzene (15.0 g, 41.1 mmol) was added dropwise in THF (50 mL) was added dropwise, the reaction was allowed to warm to RT and stirred for 90 min. The reaction was cooled... Reactants: CCOC(C)=O, Cc1cc([N+](=O)[O-])cnc1N1CCN(c2cc(-c3ccc(F)c(Cl)c3)nc(N3CCCC3C)n2)CC1. The product is Cc1cc(N)cnc1N1CCN(c2cc(-c3ccc(F)c(Cl)c3)nc(N3CCCC3C)n2)CC1. RXN SMILES: [CH3:37][CH2:38][O:39][C:40]([CH3:41])=[O:42].[Cl:1][c:2]1[cH:3][c:4](-[c:9]2[n:10][c:11]([N:31]3[CH:32]([CH3:36])[CH2:33][CH2:34][CH2:35]3)[n:12][c:13]([N:15]3[CH2:16][CH2:17][N:18]([c:21]4[n:22][cH:23][c:24]([N+:28]([O-:29])=[O:30])[cH:25][c:26]4[CH3:27])[CH2:19][CH2:20]3)[cH:14]2)[cH:5][cH:6][c:7]1[F:8]>>[Cl:1][c:2]1[cH:3][c:4](-[c:9]2[n:10][c:11]([N:31]3[CH:32]([CH3:36])[CH2:33][CH2:34][CH2:35]3)[n:12][c:13]([N:15]3[CH2:16][CH2:17][N:18]([c:21]4[n:22][cH:23][c:24]([NH2:28])[cH:25][c:26]4[CH3:27])[CH2:19][CH2:20]3)[cH:14]2)[cH:5][cH:6][c:7]1[F:8]. RXN SMILES: [CH2:15]([Cl:16])[Cl:17].[CH2:19]([Al+:20][CH2:21][CH:22]([CH3:23])[CH3:24])[CH:25]([CH3:26])[CH3:27].[CH3:1][O:2][c:3]1[c:4]2[c:9]([c:10]([O:13][CH3:14])[cH:11][cH:12]1)[C:7](=[O:8])[O:6][CH2:5]2.[CH3:28][OH:29].[CH3:30][c:31]1[cH:32][cH:33][cH:34][cH:35][cH:36]1.[CH:37]([Cl:38])([Cl:39])[Cl:40].[H-:18]>>[CH3:1][O:2][c:3]1[c:4]2[c:9]([c:10]([O:13][CH3:14])[cH:11][cH:12]1)[CH:7]([OH:8])[O:6][CH2:5]2. Starting materials: ClCCl, CC(C)C[Al+]CC(C)C, COc1ccc(OC)c2c1COC2=O, CO, Cc1ccccc1, ClC(Cl)Cl, [H-]. Product: COc1ccc(OC)c2c1COC2O.